Task: describe an organic reaction: reactants, conditions, products, and yield. Dataset: the Open Reaction Database (ORD), a public repository of structured organic reaction records Reactants: ClCC(CCl)OC(C1=CC=CC=C1)C1=CC=CC=C1 (1,3-dichloro-2-diphenylmethoxypropane), C(C)N (ethylamine). The product is C(C)N1CC(C1)OC(C1=CC=CC=C1)C1=CC=CC=C1 (1-Ethyl-3-diphenylmethoxyazetidine). Yield: 47.5%. Reaction SMILES: Cl[CH2:2][CH:3]([O:6][CH:7]([C:14]1[CH:19]=[CH:18][CH:17]=[CH:16][CH:15]=1)[C:8]1[CH:13]=[CH:12][CH:11]=[CH:10][CH:9]=1)[CH2:4]Cl.[CH2:20]([NH2:22])[CH3:21]>>[CH2:20]([N:22]1[CH2:4][CH:3]([O:6][CH:7]([C:14]2[CH:19]=[CH:18][CH:17]=[CH:16][CH:15]=2)[C:8]2[CH:13]=[CH:12][CH:11]=[CH:10][CH:9]=2)[CH2:2]1)[CH3:21]. Procedure: Following the procedure of Preparation 13, the title compound was prepared from 1,3-dichloro-2-diphenylmethoxypropane (44.0 g, 0.15 mol) and ethylamine (100 ml) in 47.5% yield; bp 135°-142° C./0.10 mm. Reactants: O.O.[Na].NN1C(C2=CC=CC=C2C(N1)=O)=O (2-amino-1,2,3,4-tetrahydrophthalazine-1,4-dione sodium salt dihydrate), NC1=C(C(C(=O)NN)=CC=C1)C(=O)NN (3-aminophthalohydrazide), [N+](=O)([O-])C1(C(C(=O)NN)C=CC=C1)C(=O)O (2-nitrophthalic hydrazide), BrBr (bromine), NC1(C(C(=O)NN)C=CC=C1)C(=O)NN (2-amino-phthalohydrazide), [OH-].[Na+] (NaOH), NC1(C(C(=O)NN)C=CC=C1)C(=O)NN (2-aminophthalohydrazide), [N+](=O)([O-])C1=C2C(C(=O)OC2=O)=CC=C1 (3-nitrophtalic acid anhydride), O.NN (hydrazine hydrate), O.NN (hydrazine hydrate). The reagents and catalysts are [Al].[Ni] (nickel-aluminum alloy). Product: [Na].NN1C(C2=CC=CC=C2C(N1)=O)=O (2-amino-1,2,3,4-tetrahydro-1,4-phthalazinedione sodium salt). As a reaction SMILES: O.O.[Na:3].[NH2:4][N:5]1[NH:14][C:13](=[O:15])[C:12]2[C:7](=[CH:8][CH:9]=[CH:10][CH:11]=2)[C:6]1=[O:16].[N+](C1C=CC=C2C(OC(=O)C=12)=O)([O-])=O.O.NN.[N+](C1(C(O)=O)C=CC=CC1C(NN)=O)([O-])=O.NC1C=CC=C(C(NN)=O)C=1C(NN)=O.NC1(C(NN)=O)C=CC=CC1C(NN)=O.BrBr.[OH-].[Na+]>[Al].[Ni]>[Na:3].[NH2:4][N:5]1[NH:14][C:13](=[O:15])[C:12]2[C:7](=[CH:8][CH:9]=[CH:10][CH:11]=2)[C:6]1=[O:16] |f:0.1.2.3,5.6,11.12,13.14,15.16,^1:2,85|. Reported procedure: In the patent RU 2138264, there is described a method for obtaining compound III, that is 2-amino-1,2,3,4-tetrahydrophthalazine-1,4-dione sodium salt dihydrate and it includes transformation of 3-nitrophtalic acid anhydride by means of hydrazine hydrate into 2-nitrophthalic hydrazide which is transformed into 3-aminophthalohydrazide by means of hydrazine hydrate in alkaline medium at presence of nickel-aluminum alloy, thereafter there is performed molecular rearrangement to 2-aminophthalohydrazi... Reactants: Cn1ncc(NC(=O)c2nc(Br)sc2NC(=O)OC(C)(C)C)c1N1CCCC(NC(=O)OCc2ccccc2)CC1, CC1(C)OB(c2cccc(C(F)(F)F)c2)OC1(C)C, CC(=O)[O-], ClCCl, [K+], [Na+], [Na+], O=C([O-])[O-], O. The product is Cn1ncc(NC(=O)c2nc(-c3cccc(C(F)(F)F)c3)sc2NC(=O)OC(C)(C)C)c1N1CCCC(NC(=O)OCc2ccccc2)CC1. Reaction SMILES: [CH2:1]([c:2]1[cH:3][cH:4][cH:5][cH:6][cH:7]1)[O:8][C:9]([NH:10][CH:11]1[CH2:12][CH2:13][N:14]([c:18]2[n:19]([CH3:40])[n:20][cH:21][c:22]2[NH:23][C:24](=[O:25])[c:26]2[n:27][c:28]([Br:39])[s:29][c:30]2[NH:31][C:32](=[O:33])[O:34][C:35]([CH3:36])([CH3:37])[CH3:38])[CH2:15][CH2:16][CH2:17]1)=[O:41].[CH3:42][C:43]1([CH3:44])[C:45]([CH3:46])([CH3:47])[O:48][B:49]([c:50]2[cH:51][c:52]([C:56]([F:57])([F:58])[F:59])[cH:53][cH:54][cH:55]2)[O:60]1.[CH3:68][C:69](=[O:70])[O-:71].[Cl:72][CH2:73][Cl:74].[K+:67].[Na+:61].[Na+:62].[O-:63][C:64](=[O:65])[O-:66].[OH2:75]>>[CH2:1]([c:2]1[cH:3][cH:4][cH:5][cH:6][cH:7]1)[O:8][C:9]([NH:10][CH:11]1[CH2:12][CH2:13][N:14]([c:18]2[n:19]([CH3:40])[n:20][cH:21][c:22]2[NH:23][C:24](=[O:25])[c:26]2[n:27][c:28](-[c:50]3[cH:51][c:52]([C:56]([F:57])([F:58])[F:59])[cH:53][cH:54][cH:55]3)[s:29][c:30]2[NH:31][C:32](=[O:33])[O:34][C:35]([CH3:36])([CH3:37])[CH3:38])[CH2:15][CH2:16][CH2:17]1)=[O:41]. Starting materials: CCOC(=O)c1c[nH]c2c(I)cccc2c1=O, Cl, [Na+], [OH-], O. The product is O=C(O)c1c[nH]c2c(I)cccc2c1=O. Reaction SMILES: [CH2:1]([CH3:2])[O:3][C:4](=[O:5])[c:6]1[cH:7][nH:8][c:9]2[c:10]([I:17])[cH:11][cH:12][cH:13][c:14]2[c:15]1=[O:16].[ClH:18].[Na+:20].[OH-:19].[OH2:21]>>[O:3]=[C:4]([OH:5])[c:6]1[cH:7][nH:8][c:9]2[c:10]([I:17])[cH:11][cH:12][cH:13][c:14]2[c:15]1=[O:16]. The reactants are COc1ccc(Br)c(CC2CCNCC2)c1, O=C([O-])[O-], BrCCc1ccccc1, CC#N, Cl, [I-], [K+], [K+], [K+], [Na+], [OH-]. Product: COc1ccc(Br)c(CC2CCN(CCc3ccccc3)CC2)c1. As a reaction SMILES: [Br:2][c:3]1[c:4]([CH2:5][CH:6]2[CH2:7][CH2:8][NH:9][CH2:10][CH2:11]2)[cH:12][c:13]([O:16][CH3:17])[cH:14][cH:15]1.[C:29](=[O:30])([O-:31])[O-:32].[CH2:20]([CH2:21][c:22]1[cH:23][cH:24][cH:25][cH:26][cH:27]1)[Br:28].[CH3:37][C:38]#[N:39].[ClH:1].[I-:36].[K+:33].[K+:34].[K+:35].[Na+:19].[OH-:18]>>[Br:2][c:3]1[c:4]([CH2:5][CH:6]2[CH2:7][CH2:8][N:9]([CH2:20][CH2:21][c:22]3[cH:23][cH:24][cH:25][cH:26][cH:27]3)[CH2:10][CH2:11]2)[cH:12][c:13]([O:16][CH3:17])[cH:14][cH:15]1. Starting materials: NOS, 0.5X, 1X, CC(COCC(C)OCC(C)OCC(C)N)N (Jeffamine), C(Cl)(Cl)Cl.CO.O.C(C)(=O)O (chloroform methanol H2O acetic acid), ANP-EACA, N-oxysuccinimide, esters, CCCCN(C(=O)CCC)N=O (nBBA). Yields the product CC(COCC(C)OCC(C)OCC(C)N)N (Jeffamine), CCCCN(C(=O)CCC)N=O.CC(COCC(C)OCC(C)OCC(C)N)N (nBBA Jeffamine). Reaction SMILES: [CH3:1][CH2:2][CH2:3][CH2:4][N:5]([N:11]=[O:12])[C:6]([CH2:8][CH2:9][CH3:10])=[O:7].[CH3:13][CH:14]([NH2:29])[CH2:15][O:16][CH2:17][CH:18]([O:20][CH2:21][CH:22]([O:24][CH2:25][CH:26]([NH2:28])[CH3:27])[CH3:23])[CH3:19].C(Cl)(Cl)Cl.CO.O.C(O)(=O)C>>[CH3:13][CH:14]([NH2:29])[CH2:15][O:16][CH2:17][CH:18]([O:20][CH2:21][CH:22]([O:24][CH2:25][CH:26]([NH2:28])[CH3:27])[CH3:23])[CH3:19].[CH3:1][CH2:2][CH2:3][CH2:4][N:5]([N:11]=[O:12])[C:6]([CH2:8][CH2:9][CH3:10])=[O:7].[CH3:13][CH:14]([NH2:29])[CH2:15][O:16][CH2:17][CH:18]([O:20][CH2:21][CH:22]([O:24][CH2:25][CH:26]([NH2:28])[CH3:27])[CH3:23])[CH3:19] |f:2.3.4.5,7.8|. Procedure details: Preparation of Photolabeled Spacers. Polyoxypropylenepolyamines and polyoxyethylenepolyamines (referred to as "Jeffamines", a trademark of Jefferson Chemical Co., Inc.) were photolabeled by coupling the N-oxysuccinimide ("NOS") esters of ANP-EACA, BBA and nBBA to the polymers. These NOS derivatives were added in 0.5X amounts to 1X Jeffamine in very dry (high purity) solvents (ANP-EAC-NOS in dry tetrahydrofuran, BBA-NOS in dry dioxane or dimethylformamide and nitro BBA-NOS in dry dioxane or dimet...